This data is from the Open Reaction Database (ORD), a public repository of structured organic reaction records. The task is: describe an organic reaction: reactants, conditions, products, and yield Reactants: ClC(C(=O)OCC)CC1=CC=C(C=C1)OCC(C)(C1=CC=CC=C1)C (ethyl 2-chloro-3-[4-(2-methyl-2-phenylpropyloxy)phenyl]propionate), NC(=S)N (thiourea), S1(=O)(=O)CCCC1 (sulfolane). Run in O (water). Reaction conditions: temperature 120 celsius. Product: CC(COC1=CC=C(CC2C(NC(S2)=O)=O)C=C1)(C)C1=CC=CC=C1 (5-[4-(2-methyl-2-phenylpropyloxy)benzyl]thiazolidine-2,4-dione). RXN SMILES: Cl[CH:2]([CH2:8][C:9]1[CH:14]=[CH:13][C:12]([O:15][CH2:16][C:17]([CH3:25])([C:19]2[CH:24]=[CH:23][CH:22]=[CH:21][CH:20]=2)[CH3:18])=[CH:11][CH:10]=1)[C:3]([O:5]CC)=O.[NH2:26][C:27](N)=[S:28].S1(CCCC1)(=O)=[O:31]>O>[CH3:25][C:17]([C:19]1[CH:20]=[CH:21][CH:22]=[CH:23][CH:24]=1)([CH3:18])[CH2:16][O:15][C:12]1[CH:11]=[CH:10][C:9]([CH2:8][CH:2]2[S:28][C:27](=[O:31])[NH:26][C:3]2=[O:5])=[CH:14][CH:13]=1. Procedure details: A mixture of 3.6 g of ethyl 2-chloro-3-[4-(2-methyl-2-phenylpropyloxy)phenyl]propionate, 0.73 g of thiourea and 3 ml of sulfolane is heated at 120° C. for 4 hours and after cooling, 15 ml of water is added. The oil is separated, ether is added to the oil and the crystalline insolubles (a) are separated from the solution (b) by filtration. The filtrate (b) is distilled to remove the solvent and the residue is run onto a column of 100 g silica gel, elution being carried out with chloroform. By the... Reactants: ICC (iodoethane), [H-].[Na+] (sodium hydride), C(#N)C1=C2C3=C(NC(C2=C(N=C1SC)C1=CC=C(C=C1)OC)=O)C=C(C=C3)N3CCN(CC3)C(=O)OC(C)(C)C (tert-butyl 4-(1-cyano-4-(4-methoxyphenyl)-2-(methylthio)-5-oxo-5,6-dihydrobenzo[c][2,7]naphthyridin-8-yl)piperazine-1-carboxylate), O (water). Solvent: CN(C=O)C (dimethylformamide), O1CCCC1 (tetrahydrofuran). Conditions: temperature 60 celsius, time 25 minute. Product: C(#N)C1=C2C3=C(N=C(C2=C(N=C1SC)C1=CC=C(C=C1)OC)OCC)C=C(C=C3)N3CCN(CC3)C(=O)OC(C)(C)C (tert-butyl 4-(1-cyano-5-ethoxy-4-(4-methoxyphenyl)-2-(methylthio)benzo[c][2,7]naphthyridin-8-yl)piperazine-1-carboxylate), C(#N)C1=C2C3=C(N(C(C2=C(N=C1SC)C1=CC=C(C=C1)OC)=O)CC)C=C(C=C3)N3CCN(CC3)C(=O)OC(C)(C)C (tert-butyl 4-(1-cyano-6-ethyl-4-(4-methoxyphenyl)-2-(methylthio)-5-oxo-5,6-dihydrobenzo[c][2,7]naphthyridin-8-yl)piperazine-1-carboxylate). The yield is 56.0%. RXN SMILES: [H-].[Na+].[C:3]([C:5]1[C:14]([S:15][CH3:16])=[N:13][C:12]([C:17]2[CH:22]=[CH:21][C:20]([O:23][CH3:24])=[CH:19][CH:18]=2)=[C:11]2[C:6]=1[C:7]1[CH:29]=[CH:28][C:27]([N:30]3[CH2:35][CH2:34][N:33]([C:36]([O:38][C:39]([CH3:42])([CH3:41])[CH3:40])=[O:37])[CH2:32][CH2:31]3)=[CH:26][C:8]=1[NH:9][C:10]2=[O:25])#[N:4].I[CH2:44][CH3:45].O>O1CCCC1.CN(C)C=O>[C:3]([C:5]1[C:14]([S:15][CH3:16])=[N:13][C:12]([C:17]2[CH:18]=[CH:19][C:20]([O:23][CH3:24])=[CH:21][CH:22]=2)=[C:11]2[C:6]=1[C:7]1[CH:29]=[CH:28][C:27]([N:30]3[CH2:35][CH2:34][N:33]([C:36]([O:38][C:39]([CH3:42])([CH3:41])[CH3:40])=[O:37])[CH2:32][CH2:31]3)=[CH:26][C:8]=1[N:9]=[C:10]2[O:25][CH2:44][CH3:45])#[N:4].[C:3]([C:5]1[C:14]([S:15][CH3:16])=[N:13][C:12]([C:17]2[CH:18]=[CH:19][C:20]([O:23][CH3:24])=[CH:21][CH:22]=2)=[C:11]2[C:6]=1[C:7]1[CH:29]=[CH:28][C:27]([N:30]3[CH2:35][CH2:34][N:33]([C:36]([O:38][C:39]([CH3:42])([CH3:41])[CH3:40])=[O:37])[CH2:32][CH2:31]3)=[CH:26][C:8]=1[N:9]([CH2:44][CH3:45])[C:10]2=[O:25])#[N:4] |f:0.1|. Procedure: 75 mg (1.86 mmol) of sodium hydride 60% dispersion in oil is added to 0.52 g (1.93 mmol) of tert-butyl 4-(1-cyano-4-(4-methoxyphenyl)-2-(methylthio)-5-oxo-5,6-dihydrobenzo[c][2,7]naphthyridin-8-yl)piperazine-1-carboxylate dissolved in 14 ml of tetrahydrofuran and 17 ml of anhydrous dimethylformamide. The reaction medium is carried at 60° C. for 45 minutes before the addition of 127 μl (1.86 mmol) of hot iodoethane solution. The reaction mixture is stirred at 60° C. for additional 25 minutes. Aft... Reactants: Cl (hydrochloric acid), Cl (hydrochloric acid), C(C(=O)OCC)(=O)OCC (diethyl oxalate), BrC(C)Br (dibromoethane), C(C)C1=C(C(=CC(=C1)C)CC)Br (2,6-diethyl-4-methylbromobenzene), [Mg] (magnesium). The solvent is O1CCCC1 (tetrahydrofuran), O1CCCC1 (tetrahydrofuran). Conditions: temperature 30 celsius. Yields the product C(C)C1=C(C(=CC(=C1)C)CC)C(C(=O)OCC)=O (ethyl 2-(2,6-diethyl-4-methylphenyl)-2-oxoacetate). Isolated yield 98.1%. As a reaction SMILES: [Mg].BrC(Br)C.[CH2:6]([C:8]1[CH:13]=[C:12]([CH3:14])[CH:11]=[C:10]([CH2:15][CH3:16])[C:9]=1Br)[CH3:7].[C:18](OCC)(=[O:24])[C:19]([O:21][CH2:22][CH3:23])=[O:20].Cl>O1CCCC1>[CH2:6]([C:8]1[CH:13]=[C:12]([CH3:14])[CH:11]=[C:10]([CH2:15][CH3:16])[C:9]=1[C:18](=[O:24])[C:19]([O:21][CH2:22][CH3:23])=[O:20])[CH3:7]. Procedure: To a 3 L volume four-necked flask, magnesium (cutting chip) (35.31 g) and tetrahydrofuran (anhydrous) (600 ml) were added under a nitrogen atmosphere at room temperature. Once starting to stir, the internal temperature was raised to about 30° C., dibromoethane (25.4 g) was added dropwise over 20 minutes to the mixture. After the resulting mixture was stirred for 30 minutes, the internal temperature was raised to about 50° C. To the mixture was added dropwise 2,6-diethyl-4-methylbromobenzene (10-... Starting materials: ClC1=C(C=CC=C1)C1=NCC=2N(C3=C1C=C(S3)I)C(=NN2)C (4-(2-chlorophenyl)-2-iodo-9-methyl-6H thieno[3,2-f][1,2,4]triazolo[4,3-a][1,4]diazepine), C(C#C)N1C(C=CC2=CC=CC=C12)=O (1-(2-propynyl)-2(1H)quinolinone), C(C)O (ethanol). RXN SMILES: [Cl:1][C:2]1[CH:7]=[CH:6][CH:5]=[CH:4][C:3]=1[C:8]1[C:14]2[CH:15]=[C:16](I)[S:17][C:13]=2[N:12]2[C:19]([CH3:22])=[N:20][N:21]=[C:11]2[CH2:10][N:9]=1.[CH2:23]([N:26]1[C:35]2[C:30](=[CH:31][CH:32]=[CH:33][CH:34]=2)[CH:29]=[CH:28][C:27]1=[O:36])[C:24]#[CH:25].C(O)C>C(Cl)Cl>[Cl:1][C:2]1[CH:7]=[CH:6][CH:5]=[CH:4][C:3]=1[C:8]1[C:14]2[CH:15]=[C:16]([C:25]#[C:24][CH2:23][N:26]3[C:35]4[C:30](=[CH:31][CH:32]=[CH:33][CH:34]=4)[CH:29]=[CH:28][C:27]3=[O:36])[S:17][C:13]=2[N:12]2[C:19]([CH3:22])=[N:20][N:21]=[C:11]2[CH2:10][N:9]=1. Solvent: C(Cl)Cl (methylene chloride). Yields the product title compound, ClC1=C(C=CC=C1)C1=NCC=2N(C3=C1C=C(S3)C#CCN3C(C=CC1=CC=CC=C31)=O)C(=NN2)C (1-{3-[4-(2-chlorophenyl)-9-methyl-6H-thieno[3,2-f][1,2,4]triazolo[4,3-a][1,4]diazepin-2-yl] 2-propynyl}-2(1H)-quinolinone). Procedure: The title compound was prepared by reacting 4-(2-chlorophenyl)-2-iodo-9-methyl-6H thieno[3,2-f][1,2,4]triazolo[4,3-a][1,4]diazepine with 1-(2-propynyl)-2(1H)quinolinone [ref. A. Lindquist et al., Acta Pharm. Suecica, 9,99 (1972)]as described in EXAMPLE 37. It was isolated by chromatography over 50 g of silica gel using 5% (v/v) of ethanol in methylene chloride and was further purified by rechromatography over 50 g of silica gel using tetrahydrofuran. Crystallization from ethyl acetate/methanol g... Starting materials: [Br-], CC[Mg+], C1CCOC1, CCOC(C)=O, Cc1nc(S(C)(=O)=O)nc(-c2cc(Cl)cc(Cl)c2)c1C(=O)NCCCc1ccccc1, Cl. Product: CCc1nc(C)c(C(=O)NCCCc2ccccc2)c(-c2cc(Cl)cc(Cl)c2)n1. Reaction SMILES: [Br-:32].[CH2:33]([CH3:34])[Mg+:35].[CH2:37]1[O:38][CH2:39][CH2:40][CH2:41]1.[CH3:42][CH2:43][O:44][C:45](=[O:46])[CH3:47].[Cl:1][c:2]1[cH:3][c:4](-[c:9]2[n:10][c:11]([S:28]([CH3:29])(=[O:30])=[O:31])[n:12][c:13]([CH3:27])[c:14]2[C:15](=[O:16])[NH:17][CH2:18][CH2:19][CH2:20][c:21]2[cH:22][cH:23][cH:24][cH:25][cH:26]2)[cH:5][c:6]([Cl:8])[cH:7]1.[ClH:36]>>[Cl:1][c:2]1[cH:3][c:4](-[c:9]2[n:10][c:11]([CH2:33][CH3:34])[n:12][c:13]([CH3:27])[c:14]2[C:15](=[O:16])[NH:17][CH2:18][CH2:19][CH2:20][c:21]2[cH:22][cH:23][cH:24][cH:25][cH:26]2)[cH:5][c:6]([Cl:8])[cH:7]1.